This data is from the Open Reaction Database (ORD), a public repository of structured organic reaction records. The task is: describe an organic reaction: reactants, conditions, products, and yield Reactants: COc1ccccc1Oc1c(Cl)nc(-c2ncccn2)nc1Cl, [K], NS(=O)(=O)CCc1ccccc1. Product: COc1ccccc1Oc1c(Cl)nc(-c2ncccn2)nc1NS(=O)(=O)CCc1ccccc1. RXN SMILES: [Cl:1][c:2]1[n:3][c:4](-[c:18]2[n:19][cH:20][cH:21][cH:22][n:23]2)[n:5][c:6]([Cl:17])[c:7]1[O:8][c:9]1[c:10]([O:15][CH3:16])[cH:11][cH:12][cH:13][cH:14]1.[K:24].[c:25]1([CH2:31][CH2:32][S:33](=[O:34])(=[O:35])[NH2:36])[cH:26][cH:27][cH:28][cH:29][cH:30]1>>[c:2]1([NH:36][S:33]([CH2:32][CH2:31][c:25]2[cH:26][cH:27][cH:28][cH:29][cH:30]2)(=[O:34])=[O:35])[n:3][c:4](-[c:18]2[n:19][cH:20][cH:21][cH:22][n:23]2)[n:5][c:6]([Cl:17])[c:7]1[O:8][c:9]1[c:10]([O:15][CH3:16])[cH:11][cH:12][cH:13][cH:14]1.